This data is from the Open Reaction Database (ORD), a public repository of structured organic reaction records. The task is: describe an organic reaction: reactants, conditions, products, and yield The reactants are CC(=O)[O-], CC(=O)O, CC(C)c1ccc(O)cc1O, [Na+]. Yields the product CC(=O)c1cc(C(C)C)c(O)cc1O. RXN SMILES: [CH3:13][C:14]([O-:15])=[O:16].[CH3:17][C:18](=[O:19])[OH:20].[CH:1]([CH3:2])([CH3:3])[c:4]1[c:5]([OH:11])[cH:6][c:7]([OH:10])[cH:8][cH:9]1.[Na+:12]>>[CH:1]([CH3:2])([CH3:3])[c:4]1[c:5]([OH:11])[cH:6][c:7]([OH:10])[c:8]([C:14]([CH3:13])=[O:15])[cH:9]1.